The task is: describe an organic reaction: reactants, conditions, products, and yield. This data is from the Open Reaction Database (ORD), a public repository of structured organic reaction records. The reactants are CS(=O)(=O)N1CCC(=CC1)C=1C=C2C(=CN1)O[C@@](C2)(C2CCNCC2)C ((S)-5-(1-methanesulfonyl-1,2,3,6-tetrahydro-pyridin-4-yl)-2-methyl-2-piperidin-4-yl-2,3-dihydro-furo[2,3-c]pyridine), FC(C1(CC1)COS(=O)(=O)C)(F)F (methanesulfonic acid (1-trifluoromethyl-cyclopropyl)methyl ester). Yields the product CS(=O)(=O)N1CCC(=CC1)C=1C=C2C(=CN1)O[C@](C2)(C2CCN(CC2)CC2(CC2)C(F)(F)F)C ((R)-5-(1-Methanesulfonyl-1,2,3,6-tetrahydro-pyridin-4-yl)-2-methyl-2-{1-[(1-trifluoromethyl-cyclopropyl)methyl]-piperidin-4-yl}-2,3-dihydro-furo[2,3-c]pyridine). RXN SMILES: [CH3:1][S:2]([N:5]1[CH2:10][CH:9]=[C:8]([C:11]2[CH:12]=[C:13]3[CH2:19][C@@:18]([CH3:26])([CH:20]4[CH2:25][CH2:24][NH:23][CH2:22][CH2:21]4)[O:17][C:14]3=[CH:15][N:16]=2)[CH2:7][CH2:6]1)(=[O:4])=[O:3].[F:27][C:28]([F:39])([F:38])[C:29]1([CH2:32]OS(C)(=O)=O)[CH2:31][CH2:30]1>>[CH3:1][S:2]([N:5]1[CH2:6][CH:7]=[C:8]([C:11]2[CH:12]=[C:13]3[CH2:19][C@:18]([CH3:26])([CH:20]4[CH2:25][CH2:24][N:23]([CH2:32][C:29]5([C:28]([F:39])([F:38])[F:27])[CH2:31][CH2:30]5)[CH2:22][CH2:21]4)[O:17][C:14]3=[CH:15][N:16]=2)[CH2:9][CH2:10]1)(=[O:3])=[O:4]. Procedure: The title compound is prepared from (S)-5-(1-methanesulfonyl-1,2,3,6-tetrahydro-pyridin-4-yl)-2-methyl-2-piperidin-4-yl-2,3-dihydro-furo[2,3-c]pyridine and methanesulfonic acid (1-trifluoromethyl-cyclopropyl)methyl ester following a procedure analogous to that described for Example 2. LC (method 4): tR=0.64 min; Mass spectrum (ESI+): m/z=500 [M+H]+.